Dataset: the Open Reaction Database (ORD), a public repository of structured organic reaction records. Task: describe an organic reaction: reactants, conditions, products, and yield Starting materials: OC1=C(CC2=CC(=C(C=C2C)O)C)C=C(C(=C1)C)C (4-(2-hydroxy-4,5-dimethylbenzyl)-2,5-dimethylphenol), [OH-].[Na+] (sodium hydroxide), O (water), C=O (formaldehyde), C1(=CC=CC=C1)C (toluene). Run in C(C)(=O)O (acetic acid), C(C)(=O)OCC (ethyl acetate). Run at temperature 25 celsius, time 1 hour. The product is OCC1=C(C(=CC(=C1C)CC1=C(C(=C(C(=C1)C)C)CO)O)C)O (2-hydroxymethyl-4-(2-hydroxy-3-hydroxymethyl-4,5-dimethylbenzyl)-3,6-dimethylphenol). Isolated yield 96.9%. Reaction SMILES: O[C:2]1[CH:17]=[C:16]([CH3:18])[C:15]([CH3:19])=[CH:14][C:3]=1[CH2:4][C:5]1[C:10]([CH3:11])=[CH:9][C:8]([OH:12])=[C:7]([CH3:13])[CH:6]=1.[OH-:20].[Na+].[OH2:22].[CH2:23]=[O:24].[C:25]1(C)C=CC=CC=1>C(OCC)(=O)C.C(O)(=O)C>[OH:20][CH2:25][C:9]1[C:10]([CH3:11])=[C:5]([CH2:4][C:3]2[CH:14]=[C:15]([CH3:19])[C:16]([CH3:18])=[C:17]([CH2:2][OH:22])[C:23]=2[OH:24])[CH:6]=[C:7]([CH3:13])[C:8]=1[OH:12] |f:1.2|. Procedure details: Into a 100 ml four-necked flask were charged 7.69 g of the above-obtained 4-(2-hydroxy-4,5-dimethylbenzyl)-2,5-dimethylphenol having purity of 90.85%, 2.88 g of sodium hydroxide and 28.8 g of water and they were dissolved. While keeping the temperature at 40° C., 14.61 g of 37% formaldehyde was added dropwise thereto over one hour, and the mixture wasstirred for one more hour. After completion of the reaction, 6 g of 90% aqueous acetic acid solution was added for neutralization and the mixture w...